From a dataset of the Open Reaction Database (ORD), a public repository of structured organic reaction records. describe an organic reaction: reactants, conditions, products, and yield Reactants: ClC1=CC(=C(OC=2C=C(C=O)C=CC2)C=C1)[N+](=O)[O-] (3-(4-Chloro-2-nitro-phenoxy)-benzaldehyde), [BH4-].[Na+] (sodium borohydride). The solvent is C(C)O (ethanol). Run at time 4 hour. Yields the product ClC1=CC(=C(OC=2C=C(C=CC2)CO)C=C1)[N+](=O)[O-] ([3-(4-Chloro-2-nitro-phenoxy)-phenyl]-methanol). Yield: 94.4%. Reaction SMILES: [Cl:1][C:2]1[CH:16]=[CH:15][C:5]([O:6][C:7]2[CH:8]=[C:9]([CH:12]=[CH:13][CH:14]=2)[CH:10]=[O:11])=[C:4]([N+:17]([O-:19])=[O:18])[CH:3]=1.[BH4-].[Na+]>C(O)C>[Cl:1][C:2]1[CH:16]=[CH:15][C:5]([O:6][C:7]2[CH:8]=[C:9]([CH2:10][OH:11])[CH:12]=[CH:13][CH:14]=2)=[C:4]([N+:17]([O-:19])=[O:18])[CH:3]=1 |f:1.2|. Procedure: To the product from Example 176a (2.0 g. 7.2 mmol) in ethanol (25 mL) was added sodium borohydride (0.32 g, 8.6 mmol). The reaction was stirred for 4 h. The excess sodium borohydride was destroyed by the addition of acetic acid. The reaction was poured into water and extracted with ethyl acetate. The organic layer was separated and washed with water, brine, and dried over sodium sulfate, filtered and concentrated under vacuum giving the title compound (1.9 g, 94%). RXN SMILES: [C:1]([OH:9])(=[O:8])[C:2]1[CH:7]=[CH:6][CH:5]=[CH:4][CH:3]=1.[NH3:10]>>[C:1]([O-:9])(=[O:8])[C:2]1[CH:7]=[CH:6][CH:5]=[CH:4][CH:3]=1.[NH4+:10] |f:2.3|. The product is C(C1=CC=CC=C1)(=O)[O-].[NH4+] (ammonium benzoate). The reactants are C(C1=CC=CC=C1)(=O)O (benzoic acid), C(C1=CC=CC=C1)(=O)O (Benzoic acid), stainless steel, N (ammonia), N (ammonia). Procedure: Benzoic acid in the form of a finely powdered solid was introduced as a continuous stream of particles into a polished stainless steel conically-shaped bowl of half-angle 5° and when the bowl was rotated at high speed (ca. 4000 rpm) the powder, under the influence of centrifugal forces, moved rapidly as a thin layer of material over the surface of the bowl and was flung from the rim. The rotating bowl was enclosed in a vessel into which ammonia gas was pumped and the benzoic acid powder moving o... Starting materials: F[B-](F)(F)F, C1CCOC1, O=C(O)c1ccc(Cl)s1, Cl, COC(=O)C(C)N, O, CN(C)C(On1nnc2ccccc21)=[N+](C)C. The product is COC(=O)C(C)NC(=O)c1ccc(Cl)s1. RXN SMILES: [B-:10]([F:11])([F:12])([F:13])[F:14].[CH2:41]1[O:42][CH2:43][CH2:44][CH2:45]1.[Cl:1][c:2]1[cH:3][cH:4][c:5]([C:7](=[O:8])[OH:9])[s:6]1.[ClH:32].[NH2:33][CH:34]([C:35](=[O:36])[O:37][CH3:38])[CH3:39].[OH2:40].[n:15]1([O:16][C:17]([N:18]([CH3:19])[CH3:20])=[N+:21]([CH3:22])[CH3:23])[c:24]2[cH:25][cH:26][cH:27][cH:28][c:29]2[n:30][n:31]1>>[Cl:1][c:2]1[cH:3][cH:4][c:5]([C:7](=[O:9])[NH:33][CH:34]([C:35](=[O:36])[O:37][CH3:38])[CH3:39])[s:6]1. The reactants are [H-].[Na+] (sodium hydride), O=C1NC(=NO1)C=1C=C(C=O)C=CC1 (3-(5-oxo-4,5-dihydro-[1,2,4]oxadiazol-3-yl)-benzaldehyde), C(C)(C)[Mg]Cl (isopropyl magnesium chloride), ClC1=C(C=CC(=C1O[Si](C)(C)C)C(=C)O[Si](C)(C)C)OCC1=CC(=CC=C1)I (2-chloro-1-(3-iodo-benzyloxy)-3-trimethylsilanyloxy-4-(1-trimethylsilanyloxy-vinyl)-benzene). Run in O1CCCC1 (tetrahydrofuran), O1CCCC1 (tetrahydrofuran). Conditions: temperature 0 celsius, time 15 minute. The product is C(C)(=O)C1=C(C(=C(OCC=2C=C(C=CC2)C(C=2C=C(C=CC2)C2=NOC(N2)=O)O)C=C1)Cl)O (3-(3-{[3-(4-acetyl-2-chloro-3-hydroxy-phenoxymethyl)-phenyl]-hydroxy-methyl}-phenyl)-4H-[1,2,4]oxadiazol-5-one). Isolated yield 14.0%. RXN SMILES: C([Mg]Cl)(C)C.[Cl:6][C:7]1[C:12]([O:13][Si](C)(C)C)=[C:11]([C:18]([O:20][Si](C)(C)C)=[CH2:19])[CH:10]=[CH:9][C:8]=1[O:25][CH2:26][C:27]1[CH:32]=[CH:31][CH:30]=[C:29](I)[CH:28]=1.[H-].[Na+].[O:36]=[C:37]1[O:41][N:40]=[C:39]([C:42]2[CH:43]=[C:44]([CH:47]=[CH:48][CH:49]=2)[CH:45]=[O:46])[NH:38]1>O1CCCC1>[C:18]([C:11]1[CH:10]=[CH:9][C:8]([O:25][CH2:26][C:27]2[CH:28]=[C:29]([CH:45]([OH:46])[C:44]3[CH:43]=[C:42]([C:39]4[NH:38][C:37](=[O:36])[O:41][N:40]=4)[CH:49]=[CH:48][CH:47]=3)[CH:30]=[CH:31][CH:32]=2)=[C:7]([Cl:6])[C:12]=1[OH:13])(=[O:20])[CH3:19] |f:2.3|. Reported procedure: Add isopropyl magnesium chloride (2M solution in tetrahydrofuran, 1.01 mL, 2.02 mmol) to a solution of 2-chloro-1-(3-iodo-benzyloxy)-3-trimethylsilanyloxy-4-(1-trimethylsilanyloxy-vinyl)-benzene (1.00 g, 1.83 mmol) in tetrahydrofuran (0.1M) chilled to 0° C. After 15 minutes, warm to room temperature. After 1 hour, cool to −78° C. Add sodium hydride (60% dispersion, 80 mg, 2.01 mmol) to a solution of 3-(5-oxo-4,5-dihydro-[1,2,4]oxadiazol-3-yl)-benzaldehyde (348 mg, 1.83 mmol) in tetrahydrofuran (... Reactants: C(C)(=O)OC=CC=C (1-acetoxybutadiene), COC (dimethyl ether), ClS(=O)(=O)N=C=O (chloro sulphonyl isocyanate), acyloxybutadiene, intermediate 2. Product: C(C)(=O)OC=CC1CC(N1)=O (4-(2-acetoxyvinyl)azetidine-2-one), C(C)(=O)OCCC1CC(N1)=O (4-(2-acetoxyethyl)-2-azetidinone). As a reaction SMILES: ClS([N:5]=[C:6]=[O:7])(=O)=O.[C:8]([O:11][CH:12]=[CH:13][CH:14]=[CH2:15])(=[O:10])[CH3:9].COC>>[C:8]([O:11][CH:12]=[CH:13][CH:14]1[NH:5][C:6](=[O:7])[CH2:15]1)(=[O:10])[CH3:9].[C:8]([O:11][CH2:12][CH2:13][CH:14]1[NH:5][C:6](=[O:7])[CH2:15]1)(=[O:10])[CH3:9]. Reported procedure: In words relative to the above diagram for the preparation of 1, the 4-(2-acetoxyvinyl)azetidine-2-one (3) is prepared by reacting chloro sulphonyl isocyanate and an acyloxybutadiene such as 1-acetoxybutadiene in a solvent such as anhydrous dimethyl ether at a temperature of from about -30° C. to 0° C. under a nitrogen atmosphere. The reaction intermediate 2 is converted to 3 by hydrolysis. The reduction of 3 to provide the 4-(2-acetoxyethyl)-2-azetidinone (4) is conducted by any convenient mean...